From a dataset of the Open Reaction Database (ORD), a public repository of structured organic reaction records. describe an organic reaction: reactants, conditions, products, and yield Reported procedure: The title compound was prepared by a similar process to that described for Example 6 but using isocyano(4-methoxyphenyl)methyl 4-methylphenyl sulfone (Intermediate 104) in place of PhTosMIC and N-[4-(methylthio)thieno[2,3-d]pyrimidin-6-ylmethylidene]methanamine (intermediate 16) in place of N-(3,4-dimethoxybenzyl)-N-[thieno[2,3-d]pyrimidin-6-ylmethylidene]amine (intermediate 14) to afford the title compound as a solid (2.69 g, 39%); Reaction SMILES: CC1C=CC(S([CH:11]([N+:20]#[C-:21])[C:12]2[CH:17]=[CH:16][C:15]([O:18][CH3:19])=[CH:14][CH:13]=2)(=O)=O)=CC=1.[CH3:22][S:23][C:24]1[C:25]2[CH:32]=[C:31]([CH:33]=[N:34][CH3:35])[S:30][C:26]=2[N:27]=[CH:28][N:29]=1.COC1C=C(C=CC=1OC)CN=CC1SC2N=CN=CC=2C=1>>[CH3:19][O:18][C:15]1[CH:14]=[CH:13][C:12]([C:11]2[N:20]=[CH:21][N:34]([CH3:35])[C:33]=2[C:31]2[S:30][C:26]3[N:27]=[CH:28][N:29]=[C:24]([S:23][CH3:22])[C:25]=3[CH:32]=2)=[CH:17][CH:16]=1. The reactants are CC1=CC=C(C=C1)S(=O)(=O)C(C1=CC=C(C=C1)OC)[N+]#[C-] (isocyano(4-methoxyphenyl)methyl 4-methylphenyl sulfone), CSC=1C2=C(N=CN1)SC(=C2)C=NC (N-[4-(methylthio)thieno[2,3-d]pyrimidin-6-ylmethylidene]methanamine), COC=1C=C(CN=CC2=CC3=C(N=CN=C3)S2)C=CC1OC (N-(3,4Dimethoxybenzyl)-N-[thieno[2,3-d]pyrimidin-6-ylmethylidene]amine), CC1=CC=C(C=C1)S(=O)(=O)C(C1=CC=C(C=C1)OC)[N+]#[C-] (isocyano(4-methoxyphenyl)methyl 4-methylphenyl sulfone), CSC=1C2=C(N=CN1)SC(=C2)C=NC (N-[4-(methylthio)thieno[2,3-d]pyrimidin-6-ylmethylidene]methanamine). Yield: 39.0%. The product is COC1=CC=C(C=C1)C=1N=CN(C1C1=CC2=C(N=CN=C2SC)S1)C (6-[4-(4-Methoxyphenyl)-1-methyl-1H-imidazol-5-yl]-4-(methylthio)thieno[2,3-d]pyrimidine). Reactants: CCOCC(O[Si](C)(C)C(C)(C)C)C(=O)Nc1cnc(C)cn1, CCCC[N+](CCCC)(CCCC)CCCC, [F-], C1CCOC1. The product is CCOCC(O)C(=O)Nc1cnc(C)cn1. As a reaction SMILES: [C:19]([Si:20]([CH3:21])([CH3:22])[O:24][CH:25]([C:26](=[O:27])[NH:28][c:29]1[n:30][cH:31][c:32]([CH3:35])[n:33][cH:34]1)[CH2:36][O:37][CH2:38][CH3:39])([CH3:23])([CH3:40])[CH3:41].[CH3:2][CH2:3][CH2:4][CH2:5][N+:6]([CH2:7][CH2:8][CH2:9][CH3:10])([CH2:11][CH2:12][CH2:13][CH3:14])[CH2:15][CH2:16][CH2:17][CH3:18].[F-:1].[O:42]1[CH2:43][CH2:44][CH2:45][CH2:46]1>>[OH:24][CH:25]([C:26](=[O:27])[NH:28][c:29]1[n:30][cH:31][c:32]([CH3:35])[n:33][cH:34]1)[CH2:36][O:37][CH2:38][CH3:39].